This data is from the Open Reaction Database (ORD), a public repository of structured organic reaction records. The task is: describe an organic reaction: reactants, conditions, products, and yield Reagents/catalysts: [Pd] (palladium on carbon). The reactants are NC1C(CN(CC1)C(=O)OCC1=CC=CC=C1)(C)C ((−)-4-amino-1-benzyloxycarbonyl-3,3-dimethylpiperidine). Conditions: temperature 30 celsius, time 6 hour. Procedure: A mixture of 10% palladium on carbon (7.5 g) and (−)-4-amino-1-benzyloxycarbonyl-3,3-dimethylpiperidine (cf. Preparation 19, Step 4, 50 g, 191.0 mmol) in methanol (500 ml) was stirred under hydrogen atmosphere (30 atm.) at 30° C. for 6 hr. The catalyst was filtered off, washed with 100 ml methanol and filtrate was concentrated to dryness to afford (−)-4-amino-3,3-dimethylpiperidine, which was further purified by vacuum distillation to give 16.8 (71%) titled compound. Solvent: CO (methanol). As a reaction SMILES: [NH2:1][CH:2]1[CH2:7][CH2:6][N:5](C(OCC2C=CC=CC=2)=O)[CH2:4][C:3]1([CH3:19])[CH3:18]>[Pd].CO>[NH2:1][CH:2]1[CH2:7][CH2:6][NH:5][CH2:4][C:3]1([CH3:19])[CH3:18]. The product is NC1C(CNCC1)(C)C ((−)-4-amino-3,3-dimethylpiperidine). The solvent is C(C)(=O)OCC (ethyl acetate), ice methanol. Reagents/catalysts: [Cu]I (copper(I) iodide), [Pd](Cl)Cl.C1(=CC=CC=C1)P(C1=CC=CC=C1)C1=CC=CC=C1.C1(=CC=CC=C1)P(C1=CC=CC=C1)C1=CC=CC=C1 (bis(triphenylphosphine) palladium(II) dichloride). Procedure: 5-Chloro-7-iodo-1,3-benzodioxol-4-amine (1.0 g, 3.36 mmol) and [(prop-2-yn-1-yloxy)methyl]cyclopropane (739 mg, 6.72 mmol) in ethyl acetate (12 ml) were cooled in ice-methanol, under an atmosphere of nitrogen, then treated with bis(triphenylphosphine) palladium(II) dichloride (236 mg, 10 mol %) followed by copper(I) iodide (64 mg, 10 mol %) and diisopropylamine (681 mg, 6.74 mmol). The reaction was allowed to warm to room temperature and stirred for 4 hours and then filtered through Celite. The ... Reactants: ClC1=C(C2=C(OCO2)C(=C1)I)N (5-Chloro-7-iodo-1,3-benzodioxol-4-amine), C(C#C)OCC1CC1 ([(prop-2-yn-1-yloxy)methyl]cyclopropane), C(C)(C)NC(C)C (diisopropylamine). Reaction conditions: time 4 hour. Reaction SMILES: [Cl:1][C:2]1[CH:10]=[C:9](I)[C:5]2[O:6][CH2:7][O:8][C:4]=2[C:3]=1[NH2:12].[CH2:13]([O:16][CH2:17][CH:18]1[CH2:20][CH2:19]1)[C:14]#[CH:15].C(NC(C)C)(C)C>C(OCC)(=O)C.[Pd](Cl)Cl.C1(P(C2C=CC=CC=2)C2C=CC=CC=2)C=CC=CC=1.C1(P(C2C=CC=CC=2)C2C=CC=CC=2)C=CC=CC=1.[Cu]I>[Cl:1][C:2]1[CH:10]=[C:9]([C:15]#[C:14][CH2:13][O:16][CH2:17][CH:18]2[CH2:20][CH2:19]2)[C:5]2[O:6][CH2:7][O:8][C:4]=2[C:3]=1[NH2:12] |f:4.5.6|. Yield: 90.4%. Yields the product ClC1=C(C2=C(OCO2)C(=C1)C#CCOCC1CC1)N (5-chloro-7-[3-(cyclopropylmethoxy)prop-1-yn-1-yl]-1,3-benzodioxol-4-amine). The reactants are CCc1ccc2c(-c3cccc(C#N)c3)c(CCCCC(=O)O)c(C)nn12, C1COCCN1, CCN=C=NCCCN(C)C, CN(C)C=O, Cl, On1nnc2ccccc21. Yields the product CCc1ccc2c(-c3cccc(C#N)c3)c(CCCCC(=O)N3CCOCC3)c(C)nn12. Reaction SMILES: [C:1](#[N:2])[c:3]1[cH:4][c:5](-[c:9]2[c:10]3[n:11]([n:12][c:13]([CH3:22])[c:14]2[CH2:15][CH2:16][CH2:17][CH2:18][C:19](=[O:20])[OH:21])[c:23]([CH2:26][CH3:27])[cH:24][cH:25]3)[cH:6][cH:7][cH:8]1.[CH2:50]1[CH2:51][O:52][CH2:53][CH2:54][NH:55]1.[CH3:29][N:30]([CH3:31])[CH2:32][CH2:33][CH2:34][N:35]=[C:36]=[N:37][CH2:38][CH3:39].[CH3:56][N:57]([CH3:58])[CH:59]=[O:60].[ClH:28].[OH:40][n:41]1[c:42]2[cH:43][cH:44][cH:45][cH:46][c:47]2[n:48][n:49]1>>[C:1](#[N:2])[c:3]1[cH:4][c:5](-[c:9]2[c:10]3[n:11]([n:12][c:13]([CH3:22])[c:14]2[CH2:15][CH2:16][CH2:17][CH2:18][C:19](=[O:21])[N:55]2[CH2:50][CH2:51][O:52][CH2:53][CH2:54]2)[c:23]([CH2:26][CH3:27])[cH:24][cH:25]3)[cH:6][cH:7][cH:8]1.